Dataset: the Open Reaction Database (ORD), a public repository of structured organic reaction records. Task: describe an organic reaction: reactants, conditions, products, and yield The reactants are BrC1=CC=C(C=C1)F (p-bromofluorobenzene), [Cl-].[NH4+] (ammonium chloride), [Mg] (magnesium), C(C)OC(=O)C1CCN(CC1)S(=O)(=O)C1=CC=CC=C1 (1-(phenylsulfonyl)-4-piperidinecarboxylic acid ethyl ester). Run in O1CCCC1 (tetrahydrofuran), O1CCCC1 (tetrahydrofuran). Reaction conditions: time 2 hour. Yields the product FC1=CC=C(C=C1)C(O)(C1CCN(CC1)S(=O)(=O)C1=CC=CC=C1)C1=CC=C(C=C1)F (α,α-Bis(4-fluorophenyl)-1-(phenylsulfonyl)-4-piperidinemethanol). Reaction SMILES: [Mg].Br[C:3]1[CH:8]=[CH:7][C:6]([F:9])=[CH:5][CH:4]=1.C(O[C:13]([CH:15]1[CH2:20][CH2:19][N:18]([S:21]([C:24]2[CH:29]=[CH:28][CH:27]=[CH:26][CH:25]=2)(=[O:23])=[O:22])[CH2:17][CH2:16]1)=[O:14])C.[Cl-].[NH4+]>O1CCCC1>[F:9][C:6]1[CH:7]=[CH:8][C:3]([C:13]([C:3]2[CH:8]=[CH:7][C:6]([F:9])=[CH:5][CH:4]=2)([CH:15]2[CH2:16][CH2:17][N:18]([S:21]([C:24]3[CH:25]=[CH:26][CH:27]=[CH:28][CH:29]=3)(=[O:22])=[O:23])[CH2:19][CH2:20]2)[OH:14])=[CH:4][CH:5]=1 |f:3.4|. Reported procedure: To a suspension of 33.78 g (1.39 mole) of magnesium trimmings in 1 liter of tetrahydrofuran (dried over molecular sieves 5A) under an atmosphere of N2 and cooled in an ice bath was added dropwise a solution of 243.25 g (1.39 mole) of p-bromofluorobenzene in 150 ml of tetrahydrofuran. The mixture was stirred for 2 hr after the addition was completed. To this mixture was added 103 g (0.346 mole) of 1-(phenylsulfonyl)-4-piperidinecarboxylic acid ethyl ester as a solid, and the solution was stirred ... Reactants: C(C)(C)(C)OC(=O)C1=C(CS[C@H]2N1C(C2N)=O)C(CCS(N)(=O)=O)SC2=NN=NN2 (7-amino-3-[1-(2-sulfamoylethyl)tetrazol-5-ylthiomethyl]-3-cephem-4-carboxylic acid t-butyl ester), C1=CC=CC=C1 (benzene), [Pb](=O)=O (lead dioxide), C(C)(C)(C)C=1C=C(C=O)C=C(C1O)C(C)(C)C (3,5-di-t-butyl-4-hydroxybenzaldehyde). Solvent: O (water), ClCCCl (1,2-dichloroethane). Run at time 30 minute. Yields the product C(C)(C)(C)OC(=O)C1=C(CS[C@H]2N1C([C@@]2(OC)N)=O)C(CCS(N)(=O)=O)SC2=NN=NN2 (7β-amino-7α-methoxy-3-[1-(2-sulfamoylethyl)tetrazol-5-ylthiomethyl]-3-cephem-4-carboxylic acid t-butyl ester). Reaction SMILES: [C:1]([O:5][C:6]([C:8]1[N:13]2[C:14](=[O:17])[CH:15]([NH2:16])[C@H:12]2[S:11][CH2:10][C:9]=1[CH:18]([S:25][C:26]1[NH:30][N:29]=[N:28][N:27]=1)[CH2:19][CH2:20][S:21](=[O:24])(=[O:23])[NH2:22])=[O:7])([CH3:4])([CH3:3])[CH3:2].C(C1C=C(C=C(C(C)(C)C)C=1O)[CH:38]=[O:39])(C)(C)C.C1C=CC=CC=1.[Pb](=O)=O>ClCCCl.O>[C:1]([O:5][C:6]([C:8]1[N:13]2[C:14](=[O:17])[C@:15]([NH2:16])([O:39][CH3:38])[C@H:12]2[S:11][CH2:10][C:9]=1[CH:18]([S:25][C:26]1[NH:30][N:29]=[N:28][N:27]=1)[CH2:19][CH2:20][S:21](=[O:24])(=[O:23])[NH2:22])=[O:7])([CH3:4])([CH3:2])[CH3:3]. Procedure details: A solution of 1.91 g. (4 mmol.) of 7-amino-3-[1-(2-sulfamoylethyl)tetrazol-5-ylthiomethyl]-3-cephem-4-carboxylic acid t-butyl ester and 0.94 g. (4 mmol.) of 3,5-di-t-butyl-4-hydroxybenzaldehyde in 150 ml. of dry benzene is refluxed for ca. 4 hours under a Dean-Stark trap until no more water separates. The solution is evaporated under reduced pressure to give a residue which is dissolved in 150 ml. of 1,2-dichloroethane and cooled to 0°-5° in an ice bath. Freshly prepared lead dioxide (5 g.) is a... Starting materials: N([C@@H](CSC(C1=CC=CC=C1)(C1=CC=CC=C1)C1=CC=CC=C1)C(=O)ON1C(=O)CCC1=O)C(C1=CC=CC=C1)(C1=CC=CC=C1)C1=CC=CC=C1 (Trt-Cys(Trt)-OSu), N[C@@H](CSCNC(=O)C)C(=O)OC (H-Cys(Acm)-OMe). Run in C(Cl)(Cl)Cl (chloroform), C(Cl)(Cl)Cl (chloroform). Run at time 20 hour. Yields the product N([C@@H](CSC(C1=CC=CC=C1)(C1=CC=CC=C1)C1=CC=CC=C1)C(=O)N[C@@H](CSCNC(=O)C)C(=O)OC)C(C1=CC=CC=C1)(C1=CC=CC=C1)C1=CC=CC=C1 (Trt-Cys(Trt)-Cys(Acm)-OMe). RXN SMILES: [NH:1]([C:34]([C:47]1[CH:52]=[CH:51][CH:50]=[CH:49][CH:48]=1)([C:41]1[CH:46]=[CH:45][CH:44]=[CH:43][CH:42]=1)[C:35]1[CH:40]=[CH:39][CH:38]=[CH:37][CH:36]=1)[C@H:2]([C:24](ON1C(=O)CCC1=O)=[O:25])[CH2:3][S:4][C:5]([C:18]1[CH:23]=[CH:22][CH:21]=[CH:20][CH:19]=1)([C:12]1[CH:17]=[CH:16][CH:15]=[CH:14][CH:13]=1)[C:6]1[CH:11]=[CH:10][CH:9]=[CH:8][CH:7]=1.[NH2:53][C@H:54]([C:62]([O:64][CH3:65])=[O:63])[CH2:55][S:56][CH2:57][NH:58][C:59]([CH3:61])=[O:60]>C(Cl)(Cl)Cl>[NH:1]([C:34]([C:47]1[CH:52]=[CH:51][CH:50]=[CH:49][CH:48]=1)([C:35]1[CH:36]=[CH:37][CH:38]=[CH:39][CH:40]=1)[C:41]1[CH:42]=[CH:43][CH:44]=[CH:45][CH:46]=1)[C@H:2]([C:24]([NH:53][C@H:54]([C:62]([O:64][CH3:65])=[O:63])[CH2:55][S:56][CH2:57][NH:58][C:59]([CH3:61])=[O:60])=[O:25])[CH2:3][S:4][C:5]([C:12]1[CH:17]=[CH:16][CH:15]=[CH:14][CH:13]=1)([C:18]1[CH:23]=[CH:22][CH:21]=[CH:20][CH:19]=1)[C:6]1[CH:7]=[CH:8][CH:9]=[CH:10][CH:11]=1. Reported procedure: 7.0 g of Trt-Cys(Trt)-OSu and 2.0 g of H-Cys(Acm)-OMe in 50 ml of chloroform are left to stand for 20 hours at room temperature. The solution is then diluted with 100 ml of chloroform and washed with 1 N citric acid, 1 N sodium bicarbonate and water, dried over sodium sulphate and evaporated. The residue is recrystallised from ethyl acetate-ether. Melting point 197°-198°C. Starting materials: C(C)(C)(C)OC(NC1=C(C=C(C=C1)C(F)(F)F)NC(CC(=O)C1=CC(=CC=C1)C=1C=NC(=CC1)CC)=O)=O ((2-{3-[3-(6-ethyl-pyridin-3-yl)-phenyl]-3-oxo-propionylamino}-4-trifluoromethyl-phenyl)-carbamic acid tert-butyl ester), C(=O)(C(F)(F)F)O (TFA). Run in C(Cl)Cl (CH2Cl2). Product: C(C)C1=CC=C(C=N1)C=1C=C(C=CC1)C1=NC2=C(NC(C1)=O)C=C(C=C2)C(F)(F)F (4-[3-(6-Ethyl-pyridin-3-yl)-phenyl]-8-trifluoromethyl-1,3-dihydro-benzo[b][1,4]diazepin-2-one), solid. The yield is 67.0%. RXN SMILES: C(OC(=O)[NH:7][C:8]1[CH:13]=[CH:12][C:11]([C:14]([F:17])([F:16])[F:15])=[CH:10][C:9]=1[NH:18][C:19](=[O:37])[CH2:20][C:21]([C:23]1[CH:28]=[CH:27][CH:26]=[C:25]([C:29]2[CH:30]=[N:31][C:32]([CH2:35][CH3:36])=[CH:33][CH:34]=2)[CH:24]=1)=O)(C)(C)C.C(O)(C(F)(F)F)=O>C(Cl)Cl>[CH2:35]([C:32]1[N:31]=[CH:30][C:29]([C:25]2[CH:24]=[C:23]([C:21]3[CH2:20][C:19](=[O:37])[NH:18][C:9]4[CH:10]=[C:11]([C:14]([F:17])([F:16])[F:15])[CH:12]=[CH:13][C:8]=4[N:7]=3)[CH:28]=[CH:27][CH:26]=2)=[CH:34][CH:33]=1)[CH3:36]. Procedure: The title compound was prepared from (2-{3-[3-(6-ethyl-pyridin-3-yl)-phenyl]-3-oxo-propionylamino}-4-trifluoromethyl-phenyl)-carbamic acid tert-butyl ester (Example M173) (257 mg, 0.49 mmol) by treatment with TFA in CH2Cl2 according to the general procedure N. Obtained as an off-white solid (134 mg, 67%). The reactants are OC(C(=CC(=O)OCC)C)C1=C(C(=C(C=C1)OC)OC)C(C)C (Ethyl 4-Hydroxy-4-[3,4-dimethoxy-2-(1-methylethyl)phenyl]-3-methylbut-2-enoate), [OH-].[K+] (KOH), ice. Run in C(C)O (ethanol). Reaction conditions: time 24 hour. The product is OC(C(=CC(=O)O)C)C1=C(C(=C(C=C1)OC)OC)C(C)C (4-Hydroxy-4-[3,4-dimethoxy-2-(1-methylethyl)phenyl]-3-methylbut-2-enoic Acid). Yield: 90.0%. RXN SMILES: [OH:1][CH:2]([C:11]1[CH:16]=[CH:15][C:14]([O:17][CH3:18])=[C:13]([O:19][CH3:20])[C:12]=1[CH:21]([CH3:23])[CH3:22])[C:3]([CH3:10])=[CH:4][C:5]([O:7]CC)=[O:6].[OH-].[K+]>C(O)C>[OH:1][CH:2]([C:11]1[CH:16]=[CH:15][C:14]([O:17][CH3:18])=[C:13]([O:19][CH3:20])[C:12]=1[CH:21]([CH3:23])[CH3:22])[C:3]([CH3:10])=[CH:4][C:5]([OH:7])=[O:6] |f:1.2|. Reported procedure: Compound 8 (9.00 g, 27.9 mmol) was dissolved in 100 mL of ethanol with 3 g of KOH and refluxed for 1 h. The mixture was poured onto 100 g of ice with 25 ml of 6 M HCL and stirred for 24 h. The white solid was filtered, washed with water, dried and recrystallized from ether/petroleum ether to give 7.38 g (25.1 mmol, 90%) of 9 as white plates: mp 154-155° C.; IR 3411 (OH), 1694 (carbonyl), 1644 (alkene) cm-1 ; 1H NMR δ1.38 (d, J=7.0 Hz, 6H), 2.00 (s, 3H), 3.44 (br s, 1H), 3.85 (s, 6H), 5.41 (s, 1H... The reactants are O=C(OCc1ccccc1)N1CCCC(CBr)C1, O=C([O-])[O-], CCCCOc1nc(N)c2nc(OC)[nH]c2n1, [K+], [K+], O=C([O-])C(F)(F)F, CN(C)C=O, O. The product is CCCCOc1nc(N)c2nc(OC)n(CC3CCCN(C(=O)OCc4ccccc4)C3)c2n1. As a reaction SMILES: [Br:31][CH2:32][CH:33]1[CH2:34][N:35]([C:39](=[O:40])[O:41][CH2:42][c:43]2[cH:44][cH:45][cH:46][cH:47][cH:48]2)[CH2:36][CH2:37][CH2:38]1.[C:25](=[O:26])([O-:27])[O-:28].[CH2:1]([CH2:2][CH2:3][CH3:4])[O:5][c:6]1[n:7][c:8]([NH2:17])[c:9]2[n:10][c:11]([O:15][CH3:16])[nH:12][c:13]2[n:14]1.[K+:29].[K+:30].[O-:18][C:19]([C:20]([F:21])([F:22])[F:23])=[O:24].[O:49]=[CH:50][N:51]([CH3:52])[CH3:53].[OH2:54]>>[CH2:1]([CH2:2][CH2:3][CH3:4])[O:5][c:6]1[n:7][c:8]([NH2:17])[c:9]2[n:10][c:11]([O:15][CH3:16])[n:12]([CH2:32][CH:33]3[CH2:34][N:35]([C:39](=[O:40])[O:41][CH2:42][c:43]4[cH:44][cH:45][cH:46][cH:47][cH:48]4)[CH2:36][CH2:37][CH2:38]3)[c:13]2[n:14]1. Reactants: FC1=CC=C(C=2C(=C(C(=NC12)C(=C)C)CC1=CC=C(C=C1)N1N=CC=C1)C)O (8-fluoro-2-isopropenyl-4-methyl-3-(4-pyrazol-1-ylbenzyl)quinolin-5-ol). The reagents and catalysts are [OH-].[Pd+2].[OH-] (palladium hydroxide). Solvent: CO (methanol). Reaction conditions: time 20 hour. The product is FC1=CC=C(C=2C(=C(C(=NC12)C(C)C)CC1=CC=C(C=C1)N1N=CC=C1)C)O (8-fluoro-2-isopropyl-4-methyl-3-(4-pyrazol-1-ylbenzyl)quinolin-5-ol). Isolated yield 58.9%. As a reaction SMILES: [F:1][C:2]1[C:11]2[N:10]=[C:9]([C:12]([CH3:14])=[CH2:13])[C:8]([CH2:15][C:16]3[CH:21]=[CH:20][C:19]([N:22]4[CH:26]=[CH:25][CH:24]=[N:23]4)=[CH:18][CH:17]=3)=[C:7]([CH3:27])[C:6]=2[C:5]([OH:28])=[CH:4][CH:3]=1>[OH-].[Pd+2].[OH-].CO>[F:1][C:2]1[C:11]2[N:10]=[C:9]([CH:12]([CH3:13])[CH3:14])[C:8]([CH2:15][C:16]3[CH:21]=[CH:20][C:19]([N:22]4[CH:26]=[CH:25][CH:24]=[N:23]4)=[CH:18][CH:17]=3)=[C:7]([CH3:27])[C:6]=2[C:5]([OH:28])=[CH:4][CH:3]=1 |f:1.2.3|. Reported procedure: A mixture of 8-fluoro-2-isopropenyl-4-methyl-3-(4-pyrazol-1-ylbenzyl)quinolin-5-ol (0.13 g), palladium hydroxide (0.047 g) and methanol (3.4 mL) was stirred at room temperature for 20 hours under an atmosphere of hydrogen. The mixture was filtered through Celite and concentrated under reduced pressure. Purification of the residue by column chromatography on silica gel, eluting with a mixture of cyclohexane and ethyl acetate (1:0 to 1:1 by volume) gave title compound as a white foam (0.077 g).